Dataset: the Open Reaction Database (ORD), a public repository of structured organic reaction records. Task: describe an organic reaction: reactants, conditions, products, and yield Starting materials: C(C)(=O)NC1=C(C(=NN1CC(=O)OCC)C1=CC=C(C=C1)F)C#CC1=CC=CC=C1 (ethyl 2-(5-acetamido-3-(4-fluorophenyl)-4-(phenylethynyl)-1H-pyrazol-1-yl)acetate), [BH4-].[Na+] (sodium borohydride). Run in C(C)O (ethanol), CO (methanol). Conditions: time 16 hour. Product: FC1=CC=C(C=C1)C1=NN(C(=C1C#CC1=CC=CC=C1)NC(C)=O)CCO (N-(3-(4-fluorophenyl)-1-(2-hydroxyethyl)-4-(phenylethynyl)-1H-pyrazol-5-yl)acetamide). Yield: 72.5%. As a reaction SMILES: [C:1]([NH:4][C:5]1[N:9]([CH2:10][C:11](OCC)=[O:12])[N:8]=[C:7]([C:16]2[CH:21]=[CH:20][C:19]([F:22])=[CH:18][CH:17]=2)[C:6]=1[C:23]#[C:24][C:25]1[CH:30]=[CH:29][CH:28]=[CH:27][CH:26]=1)(=[O:3])[CH3:2].[BH4-].[Na+]>C(O)C.CO>[F:22][C:19]1[CH:20]=[CH:21][C:16]([C:7]2[C:6]([C:23]#[C:24][C:25]3[CH:30]=[CH:29][CH:28]=[CH:27][CH:26]=3)=[C:5]([NH:4][C:1](=[O:3])[CH3:2])[N:9]([CH2:10][CH2:11][OH:12])[N:8]=2)=[CH:17][CH:18]=1 |f:1.2|. Procedure details: To a solution of ethyl 2-(5-acetamido-3-(4-fluorophenyl)-4-(phenylethynyl)-1H-pyrazol-1-yl)acetate (1 g, 2.5 mmol) in ethanol (40 mL) and methanol (10 ml) was added sodium borohydride (466 mg, 12.3 mmol and the reaction stirred at room temperature for 16 h. The reaction mixture was concentrated in vacuo and the residue was dissolved in CH2Cl2 and washed with a dilute NH4Cl solution. The aqueous was extracted with CH2Cl2 and the combined organic extracts were dried over MgSO4, filtered and evapor...